From a dataset of the Open Reaction Database (ORD), a public repository of structured organic reaction records. describe an organic reaction: reactants, conditions, products, and yield Reactants: COC(=Cc1ccc(OCCc2nc(-c3ccccc3)oc2C)c2ccsc12)C(=O)O, CO, ClCCl, [H][H]. Product: COC(Cc1ccc(OCCc2nc(-c3ccccc3)oc2C)c2ccsc12)C(=O)O. Reaction SMILES: [CH3:1][O:2][C:3]([C:4](=[O:5])[OH:6])=[CH:7][c:8]1[cH:9][cH:10][c:11]([O:17][CH2:18][CH2:19][c:20]2[n:21][c:22](-[c:26]3[cH:27][cH:28][cH:29][cH:30][cH:31]3)[o:23][c:24]2[CH3:25])[c:12]2[c:13]1[s:14][cH:15][cH:16]2.[CH3:37][OH:38].[Cl:34][CH2:35][Cl:36].[H:32][H:33]>>[CH3:1][O:2][CH:3]([C:4](=[O:5])[OH:6])[CH2:7][c:8]1[cH:9][cH:10][c:11]([O:17][CH2:18][CH2:19][c:20]2[n:21][c:22](-[c:26]3[cH:27][cH:28][cH:29][cH:30][cH:31]3)[o:23][c:24]2[CH3:25])[c:12]2[c:13]1[s:14][cH:15][cH:16]2. The reactants are C(C1=CC=CC=C1)NC(=O)C1=C(SC=C1)NC(OC(C)(C)C)=O (tert-Butyl 3-[(benzylamino)carbonyl]thien-2-ylcarbamate), Cl (HCl), C(CCC)(=O)Cl (butyryl chloride). Reaction conditions: temperature 0 celsius, time 1 hour. The product is C(C1=CC=CC=C1)NC(=O)C1=C(SC=C1)NC(CCC)=O (N-benzyl-2-(butyrylamino)thiophene-3-carboxamide). Reaction SMILES: [CH2:1]([NH:8][C:9]([C:11]1[CH:15]=[CH:14][S:13][C:12]=1[NH:16][C:17](=[O:23])OC(C)(C)C)=[O:10])[C:2]1[CH:7]=[CH:6][CH:5]=[CH:4][CH:3]=1.Cl.[C:25](Cl)(=O)[CH2:26][CH2:27]C>>[CH2:1]([NH:8][C:9]([C:11]1[CH:15]=[CH:14][S:13][C:12]=1[NH:16][C:17](=[O:23])[CH2:25][CH2:26][CH3:27])=[O:10])[C:2]1[CH:3]=[CH:4][CH:5]=[CH:6][CH:7]=1. Procedure: A solution of tert-butyl 3-[(benzylamino)carbonyl]thien-2-ylcarbamate (2-2, 500 mg, 1.50 mmol, 1 equiv) was saturated with HCl gas at 0° C., and the resulting solution was stirred at 0° C. for 1 h, then allowed to warm to 23° C. and stirred for 1 h. The reaction mixture was concentrated and the residue was dissolved in pyridine (10 mL). The resulting solution was cooled to 0° C., and butyryl chloride (420 μL, 4.04 mmol, 2.69 equiv) was added in three equal portions over 1 h. The reaction mixture... Starting materials: CC1(C(C1C(C(C(F)(F)F)(Cl)Cl)O)C(=O)OC)C (methyl 2,2-dimethyl-3-(1-hydroxy-2,2-dichloro-3,3,3-trifluoropropyl)cyclopropanecarboxylate), C(C)(=O)OC(C)=O (acetic anhydride). The solvent is N1=CC=CC=C1 (pyridine). Reaction conditions: time 8 hour. Yields the product CC1(C(C1C(C(C(F)(F)F)(Cl)Cl)OC(C)=O)C(=O)OC)C (methyl 2,2-dimethyl-3-(1-acetoxy-2,2-dichloro-3,3,3-trifluoropropyl)cyclopropanecarboxylate). Isolated yield 93.0%. Reaction SMILES: [CH3:1][C:2]1([CH3:18])[CH:4]([CH:5]([OH:13])[C:6]([Cl:12])([Cl:11])[C:7]([F:10])([F:9])[F:8])[CH:3]1[C:14]([O:16][CH3:17])=[O:15].[C:19](OC(=O)C)(=[O:21])[CH3:20]>N1C=CC=CC=1>[CH3:1][C:2]1([CH3:18])[CH:4]([CH:5]([O:13][C:19](=[O:21])[CH3:20])[C:6]([Cl:11])([Cl:12])[C:7]([F:8])([F:9])[F:10])[CH:3]1[C:14]([O:16][CH3:17])=[O:15]. Procedure details: To 50 mg (0.16 mmol) of methyl 2,2-dimethyl-3-(1-hydroxy-2,2-dichloro-3,3,3-trifluoropropyl)cyclopropanecarboxylate obtained in Example 1, 0.2 ml of acetic anhydride and 0.2 ml of pyridine were added, and the mixture was left overnight at room temperature. In the same manner as in Example 9, 53 mg of methyl 2,2-dimethyl-3-(1-acetoxy-2,2-dichloro-3,3,3-trifluoropropyl)cyclopropanecarboxylate was obtained as a colorless oily substance. Yield: 93%. The physical property values were the same as thos... The reactants are NC1=C(NC=2CSCC2C(=O)OC)C=CC=C1 (Methyl 3-(2-aminoanilino)-2,5-dihydrothiophene-4-carboxylate), C12=CC=C(CC1)C2 (norbornadiene), C12C=CC(CC1)C2 (norbornylene). Reagents/catalysts: [Pd] (palladium on charcoal). Run in C1=CCCCC1 (cyclohexene). Reaction conditions: time 4 hour. Product: NC1=C(NC2=CSC=C2C(=O)OC)C=CC=C1 (Methyl 3-(2-aminoanilino)-thiophene-4-carboxylate). RXN SMILES: [NH2:1][C:2]1[CH:17]=[CH:16][CH:15]=[CH:14][C:3]=1[NH:4][C:5]1[CH2:6][S:7][CH2:8][C:9]=1[C:10]([O:12][CH3:13])=[O:11].C12CC(CC1)=CC=2.C12CC(CC1)C=C2>[Pd].C1CCCCC=1>[NH2:1][C:2]1[CH:17]=[CH:16][CH:15]=[CH:14][C:3]=1[NH:4][C:5]1[C:9]([C:10]([O:12][CH3:13])=[O:11])=[CH:8][S:7][CH:6]=1. Reported procedure: Methyl 3-(2-aminoanilino)-2,5-dihydrothiophene-4-carboxylate (2.5 g, 0.001 mol) was added to a flask containing palladium on charcoal catalyst (5%, 200 mg) in cyclohexene (or norbornadiene or norbornylene) (50 ml and the reaction was heated at reflux with stirring for 4 hours, the reaction being followed by t.l.c.